From a dataset of the Open Reaction Database (ORD), a public repository of structured organic reaction records. describe an organic reaction: reactants, conditions, products, and yield Reactants: C(#N)C1CCN(CC1)C([C@@H](C1CC1)NC(=O)C1=CN(C2=NC=C(N=C21)Br)COCC[Si](C)(C)C)=O (2-bromo-5-(2-trimethylsilanyl-ethoxymethyl)-5H-pyrrolo[2,3-b]pyrazine-7-carboxylic acid [(R)-2-(4-cyano-piperidin-1-yl)-1-cyclopropyl-2-oxo-ethyl]-amide), C(C)(C)(C)C1=CC(=NC=C1)[Sn](CCCC)(CCCC)CCCC (4-tert-butyl-2-(tributylstannyl)pyridine). Reagents/catalysts: C=1C=CC(=CC1)[P](C=2C=CC=CC2)(C=3C=CC=CC3)[Pd]([P](C=4C=CC=CC4)(C=5C=CC=CC5)C=6C=CC=CC6)([P](C=7C=CC=CC7)(C=8C=CC=CC8)C=9C=CC=CC9)[P](C=1C=CC=CC1)(C=1C=CC=CC1)C=1C=CC=CC1 (Tetrakis(triphenylphosphine)palladium(0)), [Cu]I (copper (I) iodide). Run in CN(C)C=O (DMF). Run at temperature 90 celsius, time 8 hour. Product: C(#N)C1CCN(CC1)C([C@@H](C1CC1)NC(=O)C1=CN(C2=NC=C(N=C21)C2=NC=CC(=C2)C(C)(C)C)COCC[Si](C)(C)C)=O (2-(4-tert-butyl-pyridin-2-yl)-5-(2-trimethylsilanyl-ethoxymethyl)-5H-pyrrolo[2,3-b]pyrazine-7-carboxylic acid [(R)-2-(4-cyano-piperidin-1-yl)-1-cyclopropyl-2-oxo-ethyl]-amide). Yield: 65.0%. RXN SMILES: [C:1]([CH:3]1[CH2:8][CH2:7][N:6]([C:9](=[O:35])[C@H:10]([NH:14][C:15]([C:17]2[C:25]3[C:20](=[N:21][CH:22]=[C:23](Br)[N:24]=3)[N:19]([CH2:27][O:28][CH2:29][CH2:30][Si:31]([CH3:34])([CH3:33])[CH3:32])[CH:18]=2)=[O:16])[CH:11]2[CH2:13][CH2:12]2)[CH2:5][CH2:4]1)#[N:2].[C:36]([C:40]1[CH:45]=[CH:44][N:43]=[C:42]([Sn](CCCC)(CCCC)CCCC)[CH:41]=1)([CH3:39])([CH3:38])[CH3:37]>CN(C=O)C.C1C=CC([P]([Pd]([P](C2C=CC=CC=2)(C2C=CC=CC=2)C2C=CC=CC=2)([P](C2C=CC=CC=2)(C2C=CC=CC=2)C2C=CC=CC=2)[P](C2C=CC=CC=2)(C2C=CC=CC=2)C2C=CC=CC=2)(C2C=CC=CC=2)C2C=CC=CC=2)=CC=1.[Cu]I>[C:1]([CH:3]1[CH2:8][CH2:7][N:6]([C:9](=[O:35])[C@H:10]([NH:14][C:15]([C:17]2[C:25]3[C:20](=[N:21][CH:22]=[C:23]([C:42]4[CH:41]=[C:40]([C:36]([CH3:39])([CH3:38])[CH3:37])[CH:45]=[CH:44][N:43]=4)[N:24]=3)[N:19]([CH2:27][O:28][CH2:29][CH2:30][Si:31]([CH3:34])([CH3:33])[CH3:32])[CH:18]=2)=[O:16])[CH:11]2[CH2:13][CH2:12]2)[CH2:5][CH2:4]1)#[N:2] |^1:67,69,88,107|. Reported procedure: In a round-bottomed flask 2-bromo-5-(2-trimethylsilanyl-ethoxymethyl)-5H-pyrrolo[2,3-b]pyrazine-7-carboxylic acid [(R)-2-(4-cyano-piperidin-1-yl)-1-cyclopropyl-2-oxo-ethyl]-amide (95 mg, 0.17 mmol) and 4-tert-butyl-2-(tributylstannyl)pyridine (141 mg, 0.20 mmol) were dissolved in DMF (1.6 mL). The reaction mixture was evacuated and backfilled with Argon. Tetrakis(triphenylphosphine)palladium(0) (10 mg, 0.009 mmol) and copper (I) iodide (7 mg, 0.037 mmol) were added. The reaction mixture was stir... Reactants: N(C)CC(=O)O (sarcosine), [OH-].[Na+] (sodium hydroxide), C(Cl)(Cl)Cl (chloroform), ClC1=CC=C(C=C1)S(=O)(=O)Cl (p-chlorobenzenesulfonyl chloride). Solvent: O (water). Conditions: temperature 60 celsius, time 2 hour. The product is ClC1=CC=C(C=C1)S(=O)(=O)N(C)CC(=O)O (N-p-chlorobenzenesulfonyl-sarcosine). Reaction SMILES: [NH:1]([CH2:3][C:4]([OH:6])=[O:5])[CH3:2].[OH-].[Na+].C(Cl)(Cl)Cl.[Cl:13][C:14]1[CH:19]=[CH:18][C:17]([S:20](Cl)(=[O:22])=[O:21])=[CH:16][CH:15]=1>O>[Cl:13][C:14]1[CH:19]=[CH:18][C:17]([S:20]([N:1]([CH2:3][C:4]([OH:6])=[O:5])[CH3:2])(=[O:22])=[O:21])=[CH:16][CH:15]=1 |f:1.2|. Procedure details: 4.3 Parts of sarcosine and 4.1 parts of sodium hydroxide are dissolved in 100 parts of water. To the resulting solution, 35 parts of chloroform containing 10 parts of p-chlorobenzenesulfonyl chloride is added, and the resulting mixture is stirred at 60° C. for about 2 hours. After the reaction, the aqueous layer is separated and then acidified with hydrochloric acid to precipitate crystals. The crystals are collected by filtration and recrystallized from a mixed solvent comprising acetone and wa...